This data is from the Open Reaction Database (ORD), a public repository of structured organic reaction records. The task is: describe an organic reaction: reactants, conditions, products, and yield The reactants are 52.6, Cl.Cl.COC1=CC=C(C=C1)N1CCNCC1 (1-(4-methoxyphenyl)piperazine dihydrochloride), C(C)(=O)O (acetic acid), 20.8, N(=O)[O-].[Na+] (sodium nitrite). The solvent is O (water), O (water), O (water). Run at time 30 minute. The product is 22.5, COC1=CC=C(C=C1)N1CCN(CC1)N=O (1-(4-methoxyphenyl)-4-nitrosopiperazine). RXN SMILES: Cl.Cl.[CH3:3][O:4][C:5]1[CH:10]=[CH:9][C:8]([N:11]2[CH2:16][CH2:15][NH:14][CH2:13][CH2:12]2)=[CH:7][CH:6]=1.C(O)(=O)C.[N:21]([O-])=[O:22].[Na+]>O>[CH3:3][O:4][C:5]1[CH:6]=[CH:7][C:8]([N:11]2[CH2:16][CH2:15][N:14]([N:21]=[O:22])[CH2:13][CH2:12]2)=[CH:9][CH:10]=1 |f:0.1.2,4.5|. Procedure: To a stirred mixture of 52.6 parts of 1-(4-methoxyphenyl)piperazine dihydrochloride, 100 parts of acetic acid and 100 parts of water is added dropwise, during a 1.50 hours-period, a solution of 20.8 parts of sodium nitrite in 100 parts of water at a temperature between 0° and 5° C. Upon completion, stirring is continued for 30 minutes. The reaction mixture is diluted with water. The precipitated product is filtered off and crystallized from 2-propanol, yielding 22.5 parts of 1-(4-methoxyphenyl)-...